This data is from the Open Reaction Database (ORD), a public repository of structured organic reaction records. The task is: describe an organic reaction: reactants, conditions, products, and yield Product: CC(CC=1N=C(NC1)C(CC1=CC=C(C=C1)C1=NC=C(C=C1)F)C)(C)C (2-(4-{2-[4-(2,2-dimethylpropyl)-1H-imidazol-2-yl]propyl}phenyl)-5-fluoropyridine). Starting materials: CC(CC=1N=C(N(C1)S(=O)(=O)N(C)C)C(CC1=CC=C(C=C1)C1=NC=C(C=C1)F)C)(C)C (4-(2,2-dimethylpropyl)-2-{2-[4-(5-fluoropyridin-2-yl)phenyl]-1-methylethyl}-N,N-dimethyl-1H-imidazole-1-sulfonamide), [OH-].[Na+] (sodium hydroxide). As a reaction SMILES: [CH3:1][C:2]([CH3:32])([CH3:31])[CH2:3][C:4]1[N:5]=[C:6]([CH:15]([CH3:30])[CH2:16][C:17]2[CH:22]=[CH:21][C:20]([C:23]3[CH:28]=[CH:27][C:26]([F:29])=[CH:25][N:24]=3)=[CH:19][CH:18]=2)[N:7](S(N(C)C)(=O)=O)[CH:8]=1.[OH-].[Na+]>C1COCC1>[CH3:1][C:2]([CH3:31])([CH3:32])[CH2:3][C:4]1[N:5]=[C:6]([CH:15]([CH3:30])[CH2:16][C:17]2[CH:22]=[CH:21][C:20]([C:23]3[CH:28]=[CH:27][C:26]([F:29])=[CH:25][N:24]=3)=[CH:19][CH:18]=2)[NH:7][CH:8]=1 |f:1.2|. Solvent: hydrocholoric acid, C1CCOC1 (THF). Reported procedure: A solution of 4-(2,2-dimethylpropyl)-2-{2-[4-(5-fluoropyridin-2-yl)phenyl]-1-methylethyl}-N,N-dimethyl-1H-imidazole-1-sulfonamide in 1.5 N hydrocholoric acid (1 mL) and THF (1 mL) was heated at 70° C. in a sealed tube overnight. The reaction mixture was basified with 10% aqueous sodium hydroxide and extracted with ethyl acetate. The combined organic extracts were dried (sodium sulfate) and concentrated in vacuo. Purification of the resulting crude product by silica preparatory plate chromatograp...